Dataset: the Open Reaction Database (ORD), a public repository of structured organic reaction records. Task: describe an organic reaction: reactants, conditions, products, and yield Starting materials: BrCCBr, N#CCc1ccc(Br)cc1F, C1CCOC1, CCOC(C)=O, [H-], [Na+], CN(C)C=O. The product is N#CC1(c2ccc(Br)cc2F)CC1. As a reaction SMILES: [Br:14][CH2:15][CH2:16][Br:17].[Br:3][c:4]1[cH:5][c:6]([F:13])[c:7]([CH2:10][C:11]#[N:12])[cH:8][cH:9]1.[CH2:23]1[O:24][CH2:25][CH2:26][CH2:27]1.[CH3:28][CH2:29][O:30][C:31]([CH3:32])=[O:33].[H-:1].[Na+:2].[O:18]=[CH:19][N:20]([CH3:21])[CH3:22]>>[Br:3][c:4]1[cH:5][c:6]([F:13])[c:7]([C:10]2([C:11]#[N:12])[CH2:15][CH2:16]2)[cH:8][cH:9]1. Starting materials: C(C)OC(=O)C(C)OC1=NN(C(=N1)C)C1=CC=CC=C1 (3-(1-ethoxycarbonylethoxy)-5-methyl-1-phenyl-1,2,4-1H-triazole), [OH-].[K+] (potassium hydroxide). Solvent: C(C)O (ethanol). Product: C(=O)(O)C(C)OC1=NN(C(=N1)C)C1=CC=CC=C1 (3-(1-carboxyethoxy)-5-methyl-1-phenyl-1,2,4-1H-triazole). RXN SMILES: C([O:3][C:4]([CH:6]([O:8][C:9]1[N:13]=[C:12]([CH3:14])[N:11]([C:15]2[CH:20]=[CH:19][CH:18]=[CH:17][CH:16]=2)[N:10]=1)[CH3:7])=[O:5])C.[OH-].[K+]>C(O)C>[C:4]([CH:6]([O:8][C:9]1[N:13]=[C:12]([CH3:14])[N:11]([C:15]2[CH:20]=[CH:19][CH:18]=[CH:17][CH:16]=2)[N:10]=1)[CH3:7])([OH:5])=[O:3] |f:1.2|. Reported procedure: Ten g of the compound of Example 7 was refluxed for 4 hours with 4.1 g of potassium hydroxide in 150 ml of ethanol and the product was collected by extraction with ethyl acetate. The extract was washed with water, dried and evaporated under vacuum, and the residue was recrystallized from toluene to obtain 2.1 g of the desired product, m.p. 157°-159°.